This data is from the Open Reaction Database (ORD), a public repository of structured organic reaction records. The task is: describe an organic reaction: reactants, conditions, products, and yield Reactants: CC(NC(=O)N(C)C)c1ccc(Br)cc1, CC(C)(C)P(c1ccccc1-c1ccccc1)C(C)(C)C, CCOc1ccc(OC2CNC2)c(F)c1, C1COCCO1, CO, CC(C)(C)[O-], O=C(C=Cc1ccccc1)C=Cc1ccccc1, O=C(C=Cc1ccccc1)C=Cc1ccccc1, O=C(C=Cc1ccccc1)C=Cc1ccccc1, [Na+], O, [Pd], [Pd]. The product is CCOc1ccc(OC2CN(c3ccc(C(C)NC(=O)N(C)C)cc3)C2)c(F)c1. Reaction SMILES: [Br:1][c:2]1[cH:3][cH:4][c:5]([CH:8]([CH3:9])[NH:10][C:11]([N:12]([CH3:13])[CH3:14])=[O:15])[cH:6][cH:7]1.[C:37]([P:38]([C:39]([CH3:40])([CH3:41])[CH3:42])[c:43]1[cH:44][cH:45][cH:46][cH:47][c:48]1-[c:49]1[cH:50][cH:51][cH:52][cH:53][cH:54]1)([CH3:55])([CH3:56])[CH3:57].[CH2:16]([CH3:17])[O:18][c:19]1[cH:20][c:21]([F:30])[c:22]([O:23][CH:24]2[CH2:25][NH:26][CH2:27]2)[cH:28][cH:29]1.[CH2:58]1[O:59][CH2:60][CH2:61][O:62][CH2:63]1.[CH3:120][OH:121].[CH3:31][C:32]([CH3:33])([O-:34])[CH3:35].[CH:102](=[CH:103][C:104]([CH:105]=[CH:106][c:107]1[cH:108][cH:109][cH:110][cH:111][cH:112]1)=[O:113])[c:114]1[cH:115][cH:116][cH:117][cH:118][cH:119]1.[CH:66](=[CH:67][C:68]([CH:69]=[CH:70][c:71]1[cH:72][cH:73][cH:74][cH:75][cH:76]1)=[O:77])[c:78]1[cH:79][cH:80][cH:81][cH:82][cH:83]1.[CH:84](=[CH:85][C:86]([CH:87]=[CH:88][c:89]1[cH:90][cH:91][cH:92][cH:93][cH:94]1)=[O:95])[c:96]1[cH:97][cH:98][cH:99][cH:100][cH:101]1.[Na+:36].[OH2:122].[Pd:64].[Pd:65]>>[c:2]1([N:26]2[CH2:25][CH:24]([O:23][c:22]3[c:21]([F:30])[cH:20][c:19]([O:18][CH2:16][CH3:17])[cH:29][cH:28]3)[CH2:27]2)[cH:3][cH:4][c:5]([CH:8]([CH3:9])[NH:10][C:11]([N:12]([CH3:13])[CH3:14])=[O:15])[cH:6][cH:7]1. The reactants are BrC1=CC=C(C=C1)O (4-bromophenol), IC1=C(C(=O)O)C=C(C=C1)I (2,5-diiodobenzoic acid), C(=O)([O-])[O-].[Cs+].[Cs+] (Cs2CO3). The reagents and catalysts are CCOC(=O)C (EtOAc). Solvent: C1(=CC=CC=C1)C (toluene). Run at time 1 minute. Yields the product BrC1=CC=C(OC2=C(C(=O)O)C=C(C=C2)I)C=C1 (2-(4-bromophenoxy)-5-iodobenzoic acid). The yield is 108.0%. As a reaction SMILES: [Br:1][C:2]1[CH:7]=[CH:6][C:5]([OH:8])=[CH:4][CH:3]=1.I[C:10]1[CH:18]=[CH:17][C:16]([I:19])=[CH:15][C:11]=1[C:12]([OH:14])=[O:13].C([O-])([O-])=O.[Cs+].[Cs+]>CCOC(C)=O.C1(C)C=CC=CC=1>[Br:1][C:2]1[CH:7]=[CH:6][C:5]([O:8][C:10]2[CH:18]=[CH:17][C:16]([I:19])=[CH:15][C:11]=2[C:12]([OH:14])=[O:13])=[CH:4][CH:3]=1 |f:2.3.4|. Reported procedure: A RBF equipped with a reflux condenser was charged with 4-bromophenol (15.5 g, 89.4 mmol), 2,5-diiodobenzoic acid (25.700 g, 68.7 mmol), EtOAc (0.337 ml, 3.44 mmol), and toluene (100 mL). Cs2CO3 (44.8 g, 137 mmol) was carefully added portion-wise. After stirring at RT for 1 min, the mixture was heated to 50° C. for 40 min and then heated to 100° C. for 20 hrs. The reaction mixture was allowed to cool to RT. The mixture was filtered through Celite and the solids were washed with EtOAc. The filtra... The reactants are CCCCOc1ccc(-c2nn3cc(-c4ccc(C(=O)OCC)cc4)nc3s2)cc1, CO, Cl, O=C(O)C(F)(F)F, [Na+], C1CCOC1, [OH-]. The product is CCCCOc1ccc(-c2nn3cc(-c4ccc(C(=O)O)cc4)nc3s2)cc1. As a reaction SMILES: [CH2:8]([CH3:9])[O:10][C:11]([c:12]1[cH:13][cH:14][c:15](-[c:18]2[n:19][c:20]3[s:21][c:22](-[c:26]4[cH:27][cH:28][c:29]([O:32][CH2:33][CH2:34][CH2:35][CH3:36])[cH:30][cH:31]4)[n:23][n:24]3[cH:25]2)[cH:16][cH:17]1)=[O:37].[CH3:38][OH:39].[ClH:42].[F:1][C:2]([F:3])([F:4])[C:5]([OH:6])=[O:7].[Na+:41].[O:43]1[CH2:44][CH2:45][CH2:46][CH2:47]1.[OH-:40]>>[O:10]=[C:11]([c:12]1[cH:13][cH:14][c:15](-[c:18]2[n:19][c:20]3[s:21][c:22](-[c:26]4[cH:27][cH:28][c:29]([O:32][CH2:33][CH2:34][CH2:35][CH3:36])[cH:30][cH:31]4)[n:23][n:24]3[cH:25]2)[cH:16][cH:17]1)[OH:37]. Starting materials: CCCC1CC=C(c2ccc(Br)cc2)CC1, O=C([O-])[O-], Cc1ccccc1, CC(C)O, CCOc1ccc(B(O)O)c(F)c1Cl, [K+], [K+], O, Cl[Pd]Cl, c1ccc(P(c2ccccc2)c2ccccc2)cc1, c1ccc(P(c2ccccc2)c2ccccc2)cc1. Product: CCCC1CC=C(c2ccc(-c3ccc(OCC)c(Cl)c3F)cc2)CC1. Reaction SMILES: [Br:1][c:2]1[cH:3][cH:4][c:5]([C:8]2=[CH:9][CH2:10][CH:11]([CH2:14][CH2:15][CH3:16])[CH2:12][CH2:13]2)[cH:6][cH:7]1.[C:31](=[O:32])([O-:33])[O-:34].[CH3:83][c:84]1[cH:85][cH:86][cH:87][cH:88][cH:89]1.[CH:37]([OH:38])([CH3:39])[CH3:40].[Cl:17][c:18]1[c:19]([F:30])[c:20]([B:27]([OH:28])[OH:29])[cH:21][cH:22][c:23]1[O:24][CH2:25][CH3:26].[K+:35].[K+:36].[OH2:82].[Pd:41]([Cl:42])[Cl:43].[c:44]1([P:45]([c:46]2[cH:47][cH:48][cH:49][cH:50][cH:51]2)[c:52]2[cH:53][cH:54][cH:55][cH:56][cH:57]2)[cH:58][cH:59][cH:60][cH:61][cH:62]1.[c:63]1([P:64]([c:65]2[cH:66][cH:67][cH:68][cH:69][cH:70]2)[c:71]2[cH:72][cH:73][cH:74][cH:75][cH:76]2)[cH:77][cH:78][cH:79][cH:80][cH:81]1>>[c:2]1(-[c:20]2[c:19]([F:30])[c:18]([Cl:17])[c:23]([O:24][CH2:25][CH3:26])[cH:22][cH:21]2)[cH:3][cH:4][c:5]([C:8]2=[CH:9][CH2:10][CH:11]([CH2:14][CH2:15][CH3:16])[CH2:12][CH2:13]2)[cH:6][cH:7]1. Starting materials: [H-].[Na+] (sodium hydride), O1CCCC1 (tetrahydrofuran), C(CC(=O)[O-])(=O)OCC (ethyl malonate), ClC1=NC=C(C=C1I)[N+](=O)[O-] (2-chloro-3-iodo-5-nitropyridine). The reagents and catalysts are CC(=O)O (AcOH). Solvent: CCOC(=O)C (EtOAc), O (water). Run at temperature 25 celsius, time 5 minute. Product: IC=1C(=NC=C(C1)[N+](=O)[O-])C(C(=O)OCC)C(=O)OCC (diethyl (3-iodo-5-nitropyridin-2-yl)malonate). Yield: 74.0%. Reaction SMILES: [H-].[Na+].[C:3]([O:9][CH2:10][CH3:11])(=[O:8])[CH2:4][C:5]([O-:7])=[O:6].Cl[C:13]1[C:18]([I:19])=[CH:17][C:16]([N+:20]([O-:22])=[O:21])=[CH:15][N:14]=1.O1CC[CH2:25][CH2:24]1>CCOC(C)=O.O.CC(O)=O>[I:19][C:18]1[C:13]([CH:4]([C:5]([O:7][CH2:24][CH3:25])=[O:6])[C:3]([O:9][CH2:10][CH3:11])=[O:8])=[N:14][CH:15]=[C:16]([N+:20]([O-:22])=[O:21])[CH:17]=1 |f:0.1|. Procedure details: To a round-bottom flask containing sodium hydride (0.56 g, 0.014 mol) suspended in tetrahydrofuran (25 mL) was added ethyl malonate (2.0 mL, 0.013 mol) dropwise, and was stirred at 25° C. for 5 minutes. To this reaction mixture was added 2-chloro-3-iodo-5-nitropyridine (2.5 g, 0.00879 mol) and was stirred at 25° C. for 4 hours. The reaction was diluted with EtOAc and water and was acidified with a few drops of AcOH. Then it was extracted with EtOAc and the organic extracts were washed with water... Reactants: [Li+].CC(C)[N-]C(C)C (LDA), C(C1=CC=CC=C1)OC(=O)N1CC(C1)N(C1=C(C=C(C=C1)NC(=O)OCC1=CC=CC=C1)F)C(=O)OCC1=CC=CC=C1 (3-(benzyloxycarbonyl-(4-benzyloxycarbonylamino-2-fluoro-phenyl)-amino]-azetidine-1-carboxylic acid benzyl ester), C(CCC)(=O)OC[C@H]1CO1 ((R)-glycidyl butyrate). Run in C1CCOC1 (THF), C1CCOC1 (THF). Reaction conditions: temperature 0 celsius, time 5 minute. Product: C(C1=CC=CC=C1)OC(=O)N1CC(C1)N(C1=C(C=C(C=C1)N1C(O[C@H](C1)CO)=O)F)C(=O)OCC1=CC=CC=C1 (3-{Benzyloxycarbonyl-[2-fluoro-4-{(5R)-5-hydroxymethyl-2-oxo-oxazolidin-3-yl}-phenyl]-amino}-azetidine-1-carboxylic Acid Benzyl Ester). As a reaction SMILES: [CH2:1]([O:8][C:9]([N:11]1[CH2:14][CH:13]([N:15]([C:34]([O:36][CH2:37][C:38]2[CH:43]=[CH:42][CH:41]=[CH:40][CH:39]=2)=[O:35])[C:16]2[CH:21]=[CH:20][C:19]([NH:22][C:23]([O:25][CH2:26][C:27]3C=CC=CC=3)=[O:24])=[CH:18][C:17]=2[F:33])[CH2:12]1)=[O:10])[C:2]1[CH:7]=[CH:6][CH:5]=[CH:4][CH:3]=1.[Li+].CC([N-]C(C)C)C.[C:52](OC[C@@H]1OC1)(=[O:56])CCC>C1COCC1>[CH2:1]([O:8][C:9]([N:11]1[CH2:12][CH:13]([N:15]([C:34]([O:36][CH2:37][C:38]2[CH:43]=[CH:42][CH:41]=[CH:40][CH:39]=2)=[O:35])[C:16]2[CH:21]=[CH:20][C:19]([N:22]3[CH2:27][C@H:26]([CH2:52][OH:56])[O:25][C:23]3=[O:24])=[CH:18][C:17]=2[F:33])[CH2:14]1)=[O:10])[C:2]1[CH:3]=[CH:4][CH:5]=[CH:6][CH:7]=1 |f:1.2|. Reported procedure: To a solution of 0.916 g of 3-(benzyloxycarbonyl-(4-benzyloxycarbonylamino-2-fluoro-phenyl)-amino]-azetidine-1-carboxylic acid benzyl ester (1.56 mmol) in 5 ml THF were added at −15° C. 0.767 ml of a 2.25M LDA (1.7 mmol) solution in THF. The mixture was allowed to warm up to 0° C. and stirred for 5 min. Then, 0.26 ml of (R)-glycidyl butyrate (1.87 mmol) was added and the yellow solution was stirred for 2 h at RT. The reaction was quenched with a saturated solution of ammonium chloride. The mixtu...